This data is from the Open Reaction Database (ORD), a public repository of structured organic reaction records. The task is: describe an organic reaction: reactants, conditions, products, and yield The reactants are CO, CCO, ClC(Cl)Cl, CN(C)C=Nc1nc(Cl)c(N=CN(C)C)c(Cl)n1, Cl, [NH4+], [OH-]. The product is CN(C)C=Nc1c(Cl)nc(N)nc1Cl. RXN SMILES: [CH3:24][OH:25].[CH3:28][CH2:29][OH:30].[CH:20]([Cl:21])([Cl:22])[Cl:23].[Cl:1][c:2]1[n:3][c:4]([N:14]=[CH:15][N:16]([CH3:17])[CH3:18])[n:5][c:6]([Cl:13])[c:7]1[N:8]=[CH:9][N:10]([CH3:11])[CH3:12].[ClH:19].[NH4+:26].[OH-:27]>>[Cl:1][c:2]1[n:3][c:4]([NH2:14])[n:5][c:6]([Cl:13])[c:7]1[N:8]=[CH:9][N:10]([CH3:11])[CH3:12]. Reactants: N#CCC(=O)O, OCCO. Product: N#CCC(=O)OCCO. RXN SMILES: [C:1](#[N:2])[CH2:3][C:4](=[O:5])[OH:6].[OH:7][CH2:8][CH2:9][OH:10]>>[C:1](#[N:2])[CH2:3][C:4](=[O:5])[O:6][CH2:9][CH2:8][OH:7]. As a reaction SMILES: [CH:1]1([CH2:4][O:5][c:6]2[c:7]3[cH:8][c:9]([C:15](=[O:16])[OH:17])[nH:10][c:11]3[cH:12][cH:13][cH:14]2)[CH2:2][CH2:3]1.[ClH:18].[ClH:19].[ClH:20].[NH2:21][CH:22]1[CH2:23][CH2:24][N:25]([CH2:28][CH:29]([CH3:30])[N:31]2[CH2:32][CH2:33][CH:34]([OH:37])[CH2:35][CH2:36]2)[CH2:26][CH2:27]1>>[CH:1]1([CH2:4][O:5][c:6]2[c:7]3[cH:8][c:9]([C:15](=[O:17])[NH:21][CH:22]4[CH2:23][CH2:24][N:25]([CH2:28][CH:29]([CH3:30])[N:31]5[CH2:32][CH2:33][CH:34]([OH:37])[CH2:35][CH2:36]5)[CH2:26][CH2:27]4)[nH:10][c:11]3[cH:12][cH:13][cH:14]2)[CH2:2][CH2:3]1. Starting materials: O=C(O)c1cc2c(OCC3CC3)cccc2[nH]1, Cl, Cl, Cl, CC(CN1CCC(N)CC1)N1CCC(O)CC1. Yields the product CC(CN1CCC(NC(=O)c2cc3c(OCC4CC4)cccc3[nH]2)CC1)N1CCC(O)CC1. Starting materials: N[C@@H](CC1=CNC2=CC=CC=C12)C(=O)O (L-tryptophane), Cl (hydrochloric acid), CS(=O)C (dimethyl sulfoxide). Conditions: time 8 hour. Yields the product Cl.NC(C(=O)O)CC1C(NC2=CC=CC=C12)=O (2-amino-3-(oxindol-3-yl)propionic acid hydrochloride). Reaction SMILES: [NH2:1][C@H:2]([C:13]([OH:15])=[O:14])[CH2:3][C:4]1[C:12]2[C:7](=[CH:8][CH:9]=[CH:10][CH:11]=2)[NH:6][CH:5]=1.[ClH:16].CS(C)=[O:19]>>[ClH:16].[NH2:1][CH:2]([CH2:3][CH:4]1[C:12]2[C:7](=[CH:8][CH:9]=[CH:10][CH:11]=2)[NH:6][C:5]1=[O:19])[C:13]([OH:15])=[O:14] |f:3.4|. Procedure details: 10.2 Grams of L-tryptophane was suspended in 7.8 g of dimethyl sulfoxide, then 16.6 ml of concentrated hydrochloric acid was added all at once in the suspension, and the mixture was stirred at a room temperature overnight. The crystals formed in the reaction mixture were collected by filtration, then washed with acetone and dried to obtain 9.8 g of 2-amino-3-(oxindol-3-yl)propionic acid hydrochloride. [α]D20 +22.5° (C=1, methanol) Reported procedure: To 1.80 g of 4-[6-(2,3-dimethoxyphenyl)hexyloxy]-3-propylbenzoic acid in 125 mL of methylene chloride cooled at -70° was added 14 mL of 1M boron tribromide in methylene chloride. After 30 minutes at -70° and 5 hours at -20°, the reaction was worked up as in Example 32 and the product was recrystallized from ether-hexane to give 1.12 g, mp 123°-124° of 4-[6-(2,3-dihydroxyphenyl)hexyloxy]-3-propylbenzoic acid. As a reaction SMILES: C[O:2][C:3]1[C:8]([O:9]C)=[CH:7][CH:6]=[CH:5][C:4]=1[CH2:11][CH2:12][CH2:13][CH2:14][CH2:15][CH2:16][O:17][C:18]1[CH:26]=[CH:25][C:21]([C:22]([OH:24])=[O:23])=[CH:20][C:19]=1[CH2:27][CH2:28][CH3:29].B(Br)(Br)Br>C(Cl)Cl>[OH:2][C:3]1[C:8]([OH:9])=[CH:7][CH:6]=[CH:5][C:4]=1[CH2:11][CH2:12][CH2:13][CH2:14][CH2:15][CH2:16][O:17][C:18]1[CH:26]=[CH:25][C:21]([C:22]([OH:24])=[O:23])=[CH:20][C:19]=1[CH2:27][CH2:28][CH3:29]. The product is OC1=C(C=CC=C1O)CCCCCCOC1=C(C=C(C(=O)O)C=C1)CCC (4-[6-(2,3-dihydroxyphenyl)hexyloxy]-3-propylbenzoic acid). The yield is 66.9%. The solvent is C(Cl)Cl (methylene chloride), C(Cl)Cl (methylene chloride). Reactants: COC1=C(C=CC=C1OC)CCCCCCOC1=C(C=C(C(=O)O)C=C1)CCC (4-[6-(2,3-dimethoxyphenyl)hexyloxy]-3-propylbenzoic acid), B(Br)(Br)Br (boron tribromide). Reaction conditions: time 30 minute. Reactants: [H][H] (hydrogen), [N+](=O)([O-])C=1C(=NC=CC1)OC1=CC=CC=C1 (3-nitro-2-phenoxypyridine). Reagents/catalysts: [Pt] (platinum/charcoal). Solvent: CN1CCOCC1 (N-methylmorpholine). Product: O(C1=CC=CC=C1)C1=NC=CC=C1NO (N-(2-Phenoxypyridin-3-yl)hydroxylamine). As a reaction SMILES: [N+:1]([C:4]1[C:5]([O:10][C:11]2[CH:16]=[CH:15][CH:14]=[CH:13][CH:12]=2)=[N:6][CH:7]=[CH:8][CH:9]=1)([O-])=[O:2].[H][H]>[Pt].CN1CCOCC1>[O:10]([C:5]1[C:4]([NH:1][OH:2])=[CH:9][CH:8]=[CH:7][N:6]=1)[C:11]1[CH:16]=[CH:15][CH:14]=[CH:13][CH:12]=1. Procedure: A mixture of 9.2 g (43 mmol) of 3-nitro-2-phenoxypyridine (Example 1.a) and 100 ml of N-methylmorpholine was hydrogenated at room temperature (approximately 25° C.) and an H2 pressure of approximately 1.1 bar in the presence of 1 g of 5% platinum/charcoal (51% water; manufactured by Degussa). The hydrogen uptake ceased after approximately 2 hours. The catalyst was removed by filtration through active charcoal. The resulting solution was freed from solvent under reduced pressure ("high vacuum"). ... Reactants: C(CCC)[Li] (n-Butyl lithium), Cl (hydrochloric acid), C(CCCCC)C1=C(OC2OCCCC2)C=CC=C1 (2-(2-Hexylphenoxy)tetrahydropyran), C(C)(C)OB(OC(C)C)OC(C)C (Triisopropoxy borane). Run in C1CCOC1 (THF), CCOCC (ether). Reaction conditions: time 10 minute. Yields the product C(CCCCC)C=1C(=C(C=CC1)B(O)O)O (3-Hexyl-2-hydroxyphenylboronic acid). Yield: 26.4%. RXN SMILES: [CH2:1]([C:7]1[CH:19]=[CH:18][CH:17]=[CH:16][C:8]=1[O:9]C1CCCCO1)[CH2:2][CH2:3][CH2:4][CH2:5][CH3:6].C([Li])CCC.C([O:28][B:29](OC(C)C)[O:30]C(C)C)(C)C.Cl>C1COCC1.CCOCC>[CH2:1]([C:7]1[C:8]([OH:9])=[C:16]([B:29]([OH:30])[OH:28])[CH:17]=[CH:18][CH:19]=1)[CH2:2][CH2:3][CH2:4][CH2:5][CH3:6]. Procedure details: 2-(2-Hexylphenoxy)tetrahydropyran (1.162 g, 4.43 mmol) was dissolved in dry THF (20 ml) and the solution cooled to 0° C. n-Butyl lithium (1.6M in hexanes, 4.15 ml, 6.64 mmol) was added dropwise with stirring over 10 minutes. The ice-bath was removed and the reaction stirred at room temperature overnight. Triisopropoxy borane (1.43 ml, 6.2 mmol) was added and stirring continued for 24 hours. The reaction was quenched with water, acidified to pH 1 with 2N hydrochloric acid and extracted with ether... The reactants are CC=1C=C(C=CC1)O (3-methylphenol), Cl.C(C1=CC=CC=C1)N1CC(C(CC1)=O)C(=O)OCC (ethyl 1-benzyl-4-oxo-3-piperidinecarboxylate hydrochloride). The product is C(C1=CC=CC=C1)N1CC2=C(CC1)C=1C=CC(=CC1OC2=O)C (3-Benzyl-8-methyl-1,2,3,4-tetrahydro-chromeno[3,4-c]pyridin-5-one). Isolated yield 60.0%. RXN SMILES: [CH3:1][C:2]1[CH:3]=[C:4]([OH:8])[CH:5]=[CH:6][CH:7]=1.Cl.[CH2:10]([N:17]1[CH2:22][CH2:21][C:20](=O)[CH:19]([C:24](OCC)=[O:25])[CH2:18]1)[C:11]1[CH:16]=[CH:15][CH:14]=[CH:13][CH:12]=1>>[CH2:10]([N:17]1[CH2:22][CH2:21][C:20]2[C:5]3[CH:6]=[CH:7][C:2]([CH3:1])=[CH:3][C:4]=3[O:8][C:24](=[O:25])[C:19]=2[CH2:18]1)[C:11]1[CH:16]=[CH:15][CH:14]=[CH:13][CH:12]=1 |f:1.2|. Procedure details: Prepared by the procedure of Example 1 from 3-methylphenol and ethyl 1-benzyl-4-oxo-3-piperidinecarboxylate hydrochloride. Yield 60%; mp 109°-111° C.